From a dataset of the Open Reaction Database (ORD), a public repository of structured organic reaction records. describe an organic reaction: reactants, conditions, products, and yield Starting materials: O=S1(N(CCC1)C1=CC(=C(C(=O)O)C=C1)S(=O)(=O)C)=O (4-(1,1-dioxo-1λ6-isothiazolidin-2-yl)-2-methanesulfonylbenzoic acid), Cl.C1(CC1)C=1C=C(C(=NC1)N1CCNCC1)C (1-(5-cyclopropyl-3-methylpyridin-2-yl)piperazine hydrochloride). Product: C1(CC1)C=1C=C(C(=NC1)N1CCN(CC1)C(=O)C1=C(C=C(C=C1)N1S(CCC1)(=O)=O)S(=O)(=O)C)C ([4-(5-cyclopropyl-3-methylpyridin-2-yl)piperazin-1-yl][4-(1,1-dioxo-1λ6-isothiazolidin-2-yl)-2-methanesulfonylphenyl]methanone). Isolated yield 81.8%. Reaction SMILES: [O:1]=[S:2]1(=[O:20])[CH2:6][CH2:5][CH2:4][N:3]1[C:7]1[CH:15]=[CH:14][C:10]([C:11]([OH:13])=O)=[C:9]([S:16]([CH3:19])(=[O:18])=[O:17])[CH:8]=1.Cl.[CH:22]1([C:25]2[CH:26]=[C:27]([CH3:37])[C:28]([N:31]3[CH2:36][CH2:35][NH:34][CH2:33][CH2:32]3)=[N:29][CH:30]=2)[CH2:24][CH2:23]1>>[CH:22]1([C:25]2[CH:26]=[C:27]([CH3:37])[C:28]([N:31]3[CH2:32][CH2:33][N:34]([C:11]([C:10]4[CH:14]=[CH:15][C:7]([N:3]5[CH2:4][CH2:5][CH2:6][S:2]5(=[O:1])=[O:20])=[CH:8][C:9]=4[S:16]([CH3:19])(=[O:18])=[O:17])=[O:13])[CH2:35][CH2:36]3)=[N:29][CH:30]=2)[CH2:24][CH2:23]1 |f:1.2|. Reported procedure: Using 4-(1,1-dioxo-1λ6-isothiazolidin-2-yl)-2-methanesulfonylbenzoic acid (319 mg) described in Preparation Example 22 and 1-(5-cyclopropyl-3-methylpyridin-2-yl)piperazine hydrochloride (254 mg) described in Preparation Example 82 and by the reaction and treatment in the same manner as in Example 86, the title compound (424 mg) was obtained. Product: CC(=O)Nc1nc(C#N)cs1. Reactants: CC(=O)Nc1nc(C(N)=O)cs1, CCOC(C)=O, O, Cc1ccc(S(=O)(=O)Cl)cc1, c1ccncc1. Reaction SMILES: [C:1]([CH3:2])(=[O:3])[NH:4][c:5]1[s:6][cH:7][c:8]([C:10](=[O:11])[NH2:12])[n:9]1.[CH3:24][CH2:25][O:26][C:27](=[O:28])[CH3:29].[OH2:30].[c:13]1([CH3:14])[cH:15][cH:16][c:17]([S:18]([Cl:19])(=[O:20])=[O:21])[cH:22][cH:23]1.[cH:31]1[cH:32][cH:33][n:34][cH:35][cH:36]1>>[C:1]([CH3:2])(=[O:3])[NH:4][c:5]1[s:6][cH:7][c:8]([C:10]#[N:12])[n:9]1. Reactants: FC1=C(C(=C(C(=C1OC(=O)C1=C(C=2C(N=C1Cl)=NN(C2)CC2=CC=C(C=C2)OC)N)F)F)F)F (4-amino-6-chloro-2-(4-methoxyphenyl)methyl-2H-pyrazolo[3,4-b]pyridine-5-carboxylic acid pentafluorophenyl ester), N (NH3). The solvent is C1CCOC1 (THF). Reaction conditions: time 8 hour. The product is NC=1C=2C(N=C(C1C(=O)N)Cl)=NN(C2)CC2=CC=C(C=C2)OC (4-Amino-6-chloro-2-(4-methoxyphenyl)methyl-2H-pyrazolo[3,4-b]pyridine-5-carboxamide). As a reaction SMILES: FC1C([O:8][C:9]([C:11]2[C:16]([Cl:17])=[N:15][C:14]3=[N:18][N:19]([CH2:21][C:22]4[CH:27]=[CH:26][C:25]([O:28][CH3:29])=[CH:24][CH:23]=4)[CH:20]=[C:13]3[C:12]=2[NH2:30])=O)=C(F)C(F)=C(F)C=1F.[NH3:35]>C1COCC1>[NH2:30][C:12]1[C:13]2[C:14](=[N:18][N:19]([CH2:21][C:22]3[CH:27]=[CH:26][C:25]([O:28][CH3:29])=[CH:24][CH:23]=3)[CH:20]=2)[N:15]=[C:16]([Cl:17])[C:11]=1[C:9]([NH2:35])=[O:8]. Reported procedure: A solution of 4-amino-6-chloro-2-(4-methoxyphenyl)methyl-2H-pyrazolo[3,4-b]pyridine-5-carboxylic acid pentafluorophenyl ester (374 mg) in anhydrous THF was saturated with NH3 gas and stirred overnight. Removal of the solvent gave the desired product as a white solid (contain some pentafluorophenol). LC: 2.60 (Gradient 1); MH+: 332. Starting materials: COC(CCC1=CC(=CC=C1)CNCC1=CC=C(C=C1)N1N=CC=C1)=O (3-{3-[(4-pyrazol-1-yl-benzylamino)-methyl]-phenyl}-propionic acid methyl ester), CN1C=NC(=C1)S(=O)(=O)Cl (1-methyl-1H-imidazole-4-sulfonyl chloride). The solvent is C(C)N(CC)CC (triethylamine). The product is COC(CCC1=CC(=CC=C1)CN(CC1=CC=C(C=C1)N1N=CC=C1)S(=O)(=O)C=1N=CN(C1)C)=O (3-(3-{[(1-Methyl-1H-imidazole-4-sulfonyl)-(4-pyrazol-1-yl-benzyl)-amino]-methyl}-phenyl)-propionic acid methyl ester). As a reaction SMILES: [CH3:1][O:2][C:3](=[O:26])[CH2:4][CH2:5][C:6]1[CH:11]=[CH:10][CH:9]=[C:8]([CH2:12][NH:13][CH2:14][C:15]2[CH:20]=[CH:19][C:18]([N:21]3[CH:25]=[CH:24][CH:23]=[N:22]3)=[CH:17][CH:16]=2)[CH:7]=1.[CH3:27][N:28]1[CH:32]=[C:31]([S:33](Cl)(=[O:35])=[O:34])[N:30]=[CH:29]1>C(N(CC)CC)C>[CH3:1][O:2][C:3](=[O:26])[CH2:4][CH2:5][C:6]1[CH:11]=[CH:10][CH:9]=[C:8]([CH2:12][N:13]([S:33]([C:31]2[N:30]=[CH:29][N:28]([CH3:27])[CH:32]=2)(=[O:35])=[O:34])[CH2:14][C:15]2[CH:20]=[CH:19][C:18]([N:21]3[CH:25]=[CH:24][CH:23]=[N:22]3)=[CH:17][CH:16]=2)[CH:7]=1. Procedure: The title compound of Step A was prepared from 3-{3-[(4-pyrazol-1-yl-benzylamino)-methyl]-phenyl}-propionic acid methyl ester, of Step A of Example 11o, and 1-methyl-1H-imidazole-4-sulfonyl chloride following the method described in Example 1, Step B using triethylamine in place of N,N-diisopropylethylamine. 1H NMR (400 MHz, CDCl3) δ 7.89 (d, 1H), 7.70 (s, 1H), 7.54 (m, 3H), 7.39 (d, 1H), 7.24 (m, 2H), 7.14 (m, 1H), 7.04-6.97 (m, 3H), 6.45 (m, 1H), 4.43 (s, 2H), 4.40 (s, 2H), 3.74 (s, 3H), 3.65 ... The reactants are FC1=C(OC2=C3C(=NC=N2)N(N=C3)C3CCC(CC3)C3=NC(=NO3)C(C)C)C=CC(=C1)S(=O)(=O)C (4-(2-fluoro-4-methanesulfonyl-phenoxy)-1-[4-(3-isopropyl-[1,2,4]oxadiazol-5-yl)-cyclohexyl]-1H-pyrazolo[3,4-d]pyrimidine), C(C)(C)OC(=O)N1CCC(CC1)N1N=CC=2C1=NC=NC2Cl (4-(4-chloro-pyrazolo[3,4-d]pyrimidin-1-yl)-piperidine-1-carboxylic acid isopropyl ester), C(C)(C)OC(=O)N1CCC(CC1)N1N=CC=2C1=NC=NC2Cl (4-(4-chloro-pyrazolo[3,4-d]pyrimidin-1-yl)-piperidine-1-carboxylic acid isopropyl ester), FC=1C=C(C=CC1S(=O)(=O)C)O (3-fluoro-4-methanesulfonyl-phenol), FC=1C=C(C=CC1S(=O)(=O)C)O (3-fluoro-4-methanesulfonyl-phenol). The solvent is CN(C=O)C (dimethylformamide). The product is C(C)(C)OC(=O)N1CCC(CC1)N1N=CC=2C1=NC=NC2OC2=CC(=C(C=C2)S(=O)(=O)C)F (4-[4-(3-fluoro-4-methanesulfonyl-phenoxy)pyrazolo[3,4-d]pyrimidin-1-yl]-piperidine-1-carboxylic acid isopropyl ester). Yield: 40.0%. As a reaction SMILES: FC1C=C(S(C)(=O)=O)C=CC=1OC1N=CN=C2N(C3CCC(C4ON=C(C(C)C)N=4)CC3)N=CC=12.[CH:36]([O:39][C:40]([N:42]1[CH2:47][CH2:46][CH:45]([N:48]2[C:52]3=[N:53][CH:54]=[N:55][C:56](Cl)=[C:51]3[CH:50]=[N:49]2)[CH2:44][CH2:43]1)=[O:41])([CH3:38])[CH3:37].[F:58][C:59]1[CH:60]=[C:61]([OH:69])[CH:62]=[CH:63][C:64]=1[S:65]([CH3:68])(=[O:67])=[O:66]>CN(C)C=O>[CH:36]([O:39][C:40]([N:42]1[CH2:47][CH2:46][CH:45]([N:48]2[C:52]3=[N:53][CH:54]=[N:55][C:56]([O:69][C:61]4[CH:62]=[CH:63][C:64]([S:65]([CH3:68])(=[O:67])=[O:66])=[C:59]([F:58])[CH:60]=4)=[C:51]3[CH:50]=[N:49]2)[CH2:44][CH2:43]1)=[O:41])([CH3:38])[CH3:37]. Reported procedure: 4-[4-(3-Fluoro-4-methanesulfonyl-phenoxy)-pyrazolo[3,4-d]pyrimidin-1-yl]-piperidine-1-carboxylic acid isopropyl ester was prepared using the procedure described above for the preparation of 4-(2-fluoro-4-methanesulfonyl-phenoxy)-1-[4-(3-isopropyl-[1,2,4]oxadiazol-5-yl)-cyclohexyl]-1H-pyrazolo[3,4-d]pyrimidine (Example 129) by the reaction of 4-(4-chloro-pyrazolo[3,4-d]pyrimidin-1-yl)-piperidine-1-carboxylic acid isopropyl ester (Intermediate 20) with 3-fluoro-4-methanesulfonyl-phenol (Intermedia... Starting materials: BrC=1C(C(OC1C1=CC=C(C=C1)OC)(C)C)=O (4-bromo-5-(4-methoxyphenyl)-2,2-dimethylfuran-3(2H)-one), CC1(OB(OC1(C)C)C1=CC=C(OCC2=NC3=CC=CC=C3C=C2)C=C1)C (2-((4-(4,4,5,5-tetramethyl-1,3,2-dioxaborolan-2-yl)phenoxy)methyl)quinoline), C(=O)([O-])[O-].[Cs+].[Cs+] (Cs2CO3). Product: COC1=CC=C(C=C1)C1=C(C(C(O1)(C)C)=O)C1=CC=C(C=C1)OCC1=NC2=CC=CC=C2C=C1 (5-(4-methoxyphenyl)-2,2-dimethyl-4-(4-(quinolin-2-ylmethoxy)phenyl)furan-3(2H)-one). Reported procedure: A mixture of 4-bromo-5-(4-methoxyphenyl)-2,2-dimethylfuran-3(2H)-one (2 g, 0.0067 mol), 2-((4-(4,4,5,5-tetramethyl-1,3,2-dioxaborolan-2-yl)phenoxy)methyl)quinoline (2.43 g, 0.0067 mol), and Cs2CO3 (11 g, 0.034 mol) in toluene (25 mL) and water (8 mL) was degassed. Pd(dppf)Cl2(1.1 g, 0.0013 mol) was then added under an inert atmosphere and the mixture was degassed again. The reaction mixture was refluxed for 3 h, filtered through a pad of Celite®. The filtrate was diluted with EtOAc (100 mL), was... Reaction SMILES: Br[C:2]1[C:3](=[O:17])[C:4]([CH3:16])([CH3:15])[O:5][C:6]=1[C:7]1[CH:12]=[CH:11][C:10]([O:13][CH3:14])=[CH:9][CH:8]=1.CC1(C)C(C)(C)OB([C:26]2[CH:43]=[CH:42][C:29]([O:30][CH2:31][C:32]3[CH:41]=[CH:40][C:39]4[C:34](=[CH:35][CH:36]=[CH:37][CH:38]=4)[N:33]=3)=[CH:28][CH:27]=2)O1.C([O-])([O-])=O.[Cs+].[Cs+]>C1(C)C=CC=CC=1.O.C1C=CC(P(C2C=CC=CC=2)[C-]2C=CC=C2)=CC=1.C1C=CC(P(C2C=CC=CC=2)[C-]2C=CC=C2)=CC=1.Cl[Pd]Cl.[Fe+2]>[CH3:14][O:13][C:10]1[CH:11]=[CH:12][C:7]([C:6]2[O:5][C:4]([CH3:16])([CH3:15])[C:3](=[O:17])[C:2]=2[C:26]2[CH:27]=[CH:28][C:29]([O:30][CH2:31][C:32]3[CH:41]=[CH:40][C:39]4[C:34](=[CH:35][CH:36]=[CH:37][CH:38]=4)[N:33]=3)=[CH:42][CH:43]=2)=[CH:8][CH:9]=1 |f:2.3.4,7.8.9.10|. The reagents and catalysts are C1=CC=C(C=C1)P([C-]2C=CC=C2)C3=CC=CC=C3.C1=CC=C(C=C1)P([C-]2C=CC=C2)C3=CC=CC=C3.Cl[Pd]Cl.[Fe+2] (Pd(dppf)Cl2). Run in C1(=CC=CC=C1)C (toluene), O (water). The yield is 76.0%. Reactants: C(C)N1C=C(C(C2=CC=C(C(=C12)OCC1=CC=C(C=C1)OC)OCC1=CC=C(C=C1)OC)=O)C=O (1-ethyl-7,8-bis((4-methoxybenzyl)oxy)-4-oxo-1,4-dihydroquinoline-3-carbaldehyde), N1CCCC1 (pyrrolidine), C(C)(=O)O[BH-](OC(C)=O)OC(C)=O.[Na+] (sodium triacetoxyborohydride), CC(=O)O (AcOH). The solvent is ClCCl (Dichloromethane). Run at temperature 25 celsius, time 3 hour. Yields the product C(C)N1C=C(C(C2=CC=C(C(=C12)OCC1=CC=C(C=C1)OC)OCC1=CC=C(C=C1)OC)=O)CN1CCCC1 (1-ethyl-7,8-bis((4-methoxybenzyl)oxy)-3-(pyrrolidin-1-ylmethyl)quinolin-4(1H)-one). The yield is 41.2%. RXN SMILES: [CH2:1]([N:3]1[C:12]2[C:7](=[CH:8][CH:9]=[C:10]([O:23][CH2:24][C:25]3[CH:30]=[CH:29][C:28]([O:31][CH3:32])=[CH:27][CH:26]=3)[C:11]=2[O:13][CH2:14][C:15]2[CH:20]=[CH:19][C:18]([O:21][CH3:22])=[CH:17][CH:16]=2)[C:6](=[O:33])[C:5]([CH:34]=O)=[CH:4]1)[CH3:2].[NH:36]1[CH2:40][CH2:39][CH2:38][CH2:37]1.C(O[BH-](OC(=O)C)OC(=O)C)(=O)C.[Na+].CC(O)=O>ClCCl>[CH2:1]([N:3]1[C:12]2[C:7](=[CH:8][CH:9]=[C:10]([O:23][CH2:24][C:25]3[CH:26]=[CH:27][C:28]([O:31][CH3:32])=[CH:29][CH:30]=3)[C:11]=2[O:13][CH2:14][C:15]2[CH:20]=[CH:19][C:18]([O:21][CH3:22])=[CH:17][CH:16]=2)[C:6](=[O:33])[C:5]([CH2:34][N:36]2[CH2:40][CH2:39][CH2:38][CH2:37]2)=[CH:4]1)[CH3:2] |f:2.3|. Procedure: To a solution of 1-ethyl-7,8-bis((4-methoxybenzyl)oxy)-4-oxo-1,4-dihydroquinoline-3-carbaldehyde (10 g, 21.12 mmol) in Dichloromethane (DCM) (150 mL) was added pyrrolidine (2.61 mL, 31.7 mmol), sodium triacetoxyborohydride (8.95 g, 42.2 mmol) and AcOH (0.060 mL, 1.056 mmol). The reaction mixture was stirred at 25° C. for 3 h. LCMS showed completion of the reaction. The mixture was extracted with DCM and washed with brine. The organic layer was dried over sodium sulfate and evaporated in vacuo. T...